Dataset: the Open Reaction Database (ORD), a public repository of structured organic reaction records. Task: describe an organic reaction: reactants, conditions, products, and yield The reactants are BrC1=CC=C(C=C1)C(OC(C(=O)NCC#N)CC(C)C)C1=NC=CC=C1 (2-[(4-bromophenyl)(pyridin-2-yl)methoxy]-N-(cyanomethyl)-4-methylpentanamide), N1(CCNCC1)C1=CC=C(C=C1)B(O)O (4-piperazin-1-ylphenylboronic acid). Product: C(#N)CNC(C(CC(C)C)OC(C1=NC=CC=C1)C1=CC=C(C=C1)C1=CC=C(C=C1)N1CCNCC1)=O (N-(cyanomethyl)-4-methyl-2-[(4′-piperazin-1-yl-1,1′-biphenyl-4-yl)(pyridin-2-yl)methoxy]pentanamide). As a reaction SMILES: Br[C:2]1[CH:7]=[CH:6][C:5]([CH:8]([C:21]2[CH:26]=[CH:25][CH:24]=[CH:23][N:22]=2)[O:9][CH:10]([CH2:17][CH:18]([CH3:20])[CH3:19])[C:11]([NH:13][CH2:14][C:15]#[N:16])=[O:12])=[CH:4][CH:3]=1.[N:27]1([C:33]2[CH:38]=[CH:37][C:36](B(O)O)=[CH:35][CH:34]=2)[CH2:32][CH2:31][NH:30][CH2:29][CH2:28]1>>[C:15]([CH2:14][NH:13][C:11](=[O:12])[CH:10]([O:9][CH:8]([C:5]1[CH:6]=[CH:7][C:2]([C:36]2[CH:35]=[CH:34][C:33]([N:27]3[CH2:28][CH2:29][NH:30][CH2:31][CH2:32]3)=[CH:38][CH:37]=2)=[CH:3][CH:4]=1)[C:21]1[CH:26]=[CH:25][CH:24]=[CH:23][N:22]=1)[CH2:17][CH:18]([CH3:20])[CH3:19])#[N:16]. Procedure: Using the same protocol as described in example 21, 2-[(4-bromophenyl)(pyridin-2-yl)methoxy]-N-(cyanomethyl)-4-methylpentanamide from example 7, step 4 (241 mg, 0.58 mmol) was coupled with 4-piperazin-1-ylphenylboronic acid (155 mg, 0.64 mmol). The crude residue obtained was chromatographed on silica gel using 1% NH4OH and 9% MeOH in dichloromethane to afford the title compound. Reactants: NCCN(C1=C(C=CC(=C1)Cl)Cl)CC(=O)C1=CC=CC=C1 (2-[N-(β-aminoethyl)-N-(2,5-dichlorophenyl)amino]acetophenone), ClCC(=O)C1=CC=CC=C1 (2-chloroacetophenone), ClC1=C(C=C(C=C1)Cl)NCCN(CC)CC (N-(2,5-dichlorophenyl)-N',N'-diethylethylenediamine), C(C)I (ethyliodide). Product: C(C)NCCN(C1=C(C=CC(=C1)Cl)Cl)CC(=O)C1=CC=CC=C1 (2-[N-(β-ethylaminoethyl)-N-(2,5-dichlorophenyl)amino]acetophenone). Reaction SMILES: [NH2:1][CH2:2][CH2:3][N:4]([CH2:13][C:14]([C:16]1[CH:21]=[CH:20][CH:19]=[CH:18][CH:17]=1)=[O:15])[C:5]1[CH:10]=[C:9]([Cl:11])[CH:8]=[CH:7][C:6]=1[Cl:12].Cl[C:23]1C=CC(Cl)=C[C:24]=1NCCN(CC)CC.C(I)C.ClCC(C1C=CC=CC=1)=O>>[CH2:23]([NH:1][CH2:2][CH2:3][N:4]([CH2:13][C:14]([C:16]1[CH:17]=[CH:18][CH:19]=[CH:20][CH:21]=1)=[O:15])[C:5]1[CH:10]=[C:9]([Cl:11])[CH:8]=[CH:7][C:6]=1[Cl:12])[CH3:24]. Procedure: When in the procedure of Example 5 an appropriate amount of 2-[N-(β-aminoethyl)-N-(2,5-dichlorophenyl)amino]acetophenone is substituted for N-(2,5-dichlorophenyl)-N',N'-diethylethylenediamine and an appropriate amount of ethyliodide is substituted for 2-chloroacetophenone, 2-[N-(β-ethylaminoethyl)-N-(2,5-dichlorophenyl)amino]acetophenone is obtained. Starting materials: C(C1=CC=CC=C1)(C1=CC=CC=C1)(C1=CC=CC=C1)N[C@@H](C(C)C)C(=O)OCC(CO)CC=C (1-O-(N-trityl-L-valyl)-2-allyl-1,3-propandiol), N1=CC=CC=C1 (pyridine), C(CCCCCCCCCCCCCCCCC)(=O)Cl (stearoyl chloride). Run in ClCCl (dichloromethane), ClCCl (dichloromethane). Run at time 3 hour. Yields the product C(C1=CC=CC=C1)(C1=CC=CC=C1)(C1=CC=CC=C1)N[C@@H](C(C)C)C(=O)OCC(C(O)C(CCCCCCCCCCCCCCCCC)=O)CC=C (1-O-(N-trityl-L-valyl)-2-allyl-3-stearoyl-1,3-propandiol). RXN SMILES: [C:1]([NH:20][C@H:21]([C:25]([O:27][CH2:28][CH:29]([CH2:32][CH:33]=[CH2:34])[CH2:30][OH:31])=[O:26])[CH:22]([CH3:24])[CH3:23])([C:14]1[CH:19]=[CH:18][CH:17]=[CH:16][CH:15]=1)([C:8]1[CH:13]=[CH:12][CH:11]=[CH:10][CH:9]=1)[C:2]1[CH:7]=[CH:6][CH:5]=[CH:4][CH:3]=1.N1C=CC=CC=1.[C:41](Cl)(=[O:59])[CH2:42][CH2:43][CH2:44][CH2:45][CH2:46][CH2:47][CH2:48][CH2:49][CH2:50][CH2:51][CH2:52][CH2:53][CH2:54][CH2:55][CH2:56][CH2:57][CH3:58]>ClCCl>[C:1]([NH:20][C@H:21]([C:25]([O:27][CH2:28][CH:29]([CH2:32][CH:33]=[CH2:34])[CH:30]([C:41](=[O:59])[CH2:42][CH2:43][CH2:44][CH2:45][CH2:46][CH2:47][CH2:48][CH2:49][CH2:50][CH2:51][CH2:52][CH2:53][CH2:54][CH2:55][CH2:56][CH2:57][CH3:58])[OH:31])=[O:26])[CH:22]([CH3:24])[CH3:23])([C:8]1[CH:13]=[CH:12][CH:11]=[CH:10][CH:9]=1)([C:14]1[CH:15]=[CH:16][CH:17]=[CH:18][CH:19]=1)[C:2]1[CH:3]=[CH:4][CH:5]=[CH:6][CH:7]=1. Procedure details: To a solution of 1-O-(N-trityl-L-valyl)-2-allyl-1,3-propandiol (1.83 g, 4 mmol) in dichloromethane (40 ml) and pyridine (3.2 ml, 40 mmol) at 0° C. was added dropwise stearoyl chloride (3.62 g, 12 mmol) in dichloromethane. The solution was warmed up to room temperature, and kept for 3 hr. It was then washed with sodium hydrogen carbonate aqueous solution and dried. The product was isolated by silica gel column chromatography. 1.9 g Starting materials: C1CCOC1, COC(=O)C1CCN(c2cc(NCCc3ccc(Cl)cc3Cl)nc(OC)n2)CC1, CO, [Li+], [OH-]. Yields the product COc1nc(NCCc2ccc(Cl)cc2Cl)cc(N2CCC(C(=O)O)CC2)n1. As a reaction SMILES: [CH2:34]1[O:35][CH2:36][CH2:37][CH2:38]1.[CH3:1][O:2][C:3](=[O:4])[CH:5]1[CH2:6][CH2:7][N:8]([c:11]2[n:12][c:13]([O:28][CH3:29])[n:14][c:15]([NH:17][CH2:18][CH2:19][c:20]3[c:21]([Cl:27])[cH:22][c:23]([Cl:26])[cH:24][cH:25]3)[cH:16]2)[CH2:9][CH2:10]1.[CH3:32][OH:33].[Li+:30].[OH-:31]>>[O:2]=[C:3]([OH:4])[CH:5]1[CH2:6][CH2:7][N:8]([c:11]2[n:12][c:13]([O:28][CH3:29])[n:14][c:15]([NH:17][CH2:18][CH2:19][c:20]3[c:21]([Cl:27])[cH:22][c:23]([Cl:26])[cH:24][cH:25]3)[cH:16]2)[CH2:9][CH2:10]1. Reactants: BrCCCNC1=NC(=NC(=C1)Cl)Cl (N-(3-bromopropyl)-2,6-dichloropyrimidin-4-amine), C([O-])([O-])=O.[K+].[K+] (potassium carbonate). Run in O1CCOCC1 (1,4-dioxane), O (water). Conditions: temperature 60 celsius. The product is ClC1=NC(N2C(NCCC2)=C1)=O (8-chloro-3,4-dihydro-1H-pyrimido[1,6-a]pyrimidin-6(2H)-one). Isolated yield 55.5%. Reaction SMILES: Br[CH2:2][CH2:3][CH2:4][NH:5][C:6]1[CH:11]=[C:10]([Cl:12])[N:9]=[C:8](Cl)[N:7]=1.C(=O)([O-])[O-:15].[K+].[K+]>O1CCOCC1.O>[Cl:12][C:10]1[CH:11]=[C:6]2[NH:5][CH2:4][CH2:3][CH2:2][N:7]2[C:8](=[O:15])[N:9]=1 |f:1.2.3|. Procedure: A suspension of N-(3-bromopropyl)-2,6-dichloropyrimidin-4-amine (47 g, 165 mmol) and potassium carbonate (68.4 g, 495 mmol) in 1,4-dioxane (100 mL) and water (100 mL), was heated to 60° C. overnight. The mixture was evaporated to remove the dioxane solvent and the mixture was adjusted to pH ˜6 with HCl (6M). The mixture was extracted with ethyl acetate to remove by product and aqueous phase was adjusted to pH ˜7 with NaOH (2M), evaporated to afford the title compound (17 g, 55% yield). Reported procedure: 1-Methyl-4-[2-(3-methyl-4-nitrophenoxy)ethyl]piperazine (0.69 g, 2.5 mmol) was dissolved in ethanol (10 mL) and 10% wt palladium on carbon (0.055 g) was added at ambient temperature. The reaction mixture was agitated under a hydrogen atmosphere at ambient temperature for 4 h. Palladium on carbon was removed by filtration with Celite and the solvent was removed under reduced pressure to afford 2-methyl-4-[2-(4-methylpiperazinyl)ethoxy]aniline as oil (0.60 g, y. 97%). The solvent is C(C)O (ethanol). Reactants: CN1CCN(CC1)CCOC1=CC(=C(C=C1)[N+](=O)[O-])C (1-Methyl-4-[2-(3-methyl-4-nitrophenoxy)ethyl]piperazine). The reagents and catalysts are [Pd] (palladium on carbon). Yields the product CC1=C(N)C=CC(=C1)OCCN1CCN(CC1)C (2-methyl-4-[2-(4-methylpiperazinyl)ethoxy]aniline). Reaction conditions: time 4 hour. Reaction SMILES: [CH3:1][N:2]1[CH2:7][CH2:6][N:5]([CH2:8][CH2:9][O:10][C:11]2[CH:16]=[CH:15][C:14]([N+:17]([O-])=O)=[C:13]([CH3:20])[CH:12]=2)[CH2:4][CH2:3]1>C(O)C.[Pd]>[CH3:20][C:13]1[CH:12]=[C:11]([O:10][CH2:9][CH2:8][N:5]2[CH2:6][CH2:7][N:2]([CH3:1])[CH2:3][CH2:4]2)[CH:16]=[CH:15][C:14]=1[NH2:17]. Reactants: CN(C1=CC=C(C=C1)C(C(=O)OCC)OC)C (ethyl 2-(4-(dimethylamino)phenyl)-2-methoxyacetate), O.NN (hydrazine hydrate), O.NN (hydrazine hydrate). The solvent is C(C)O (ethanol). Run at time 7 hour. Product: CN(C1=CC=C(C=C1)C(C(=O)NN)OC)C (2-(4-(dimethylamino)phenyl)-2-methoxyacetohydrazide). Isolated yield 38.8%. Reaction SMILES: [CH3:1][N:2]([CH3:17])[C:3]1[CH:8]=[CH:7][C:6]([CH:9]([O:15][CH3:16])[C:10](OCC)=[O:11])=[CH:5][CH:4]=1.O.[NH2:19][NH2:20]>C(O)C>[CH3:1][N:2]([CH3:17])[C:3]1[CH:8]=[CH:7][C:6]([CH:9]([O:15][CH3:16])[C:10]([NH:19][NH2:20])=[O:11])=[CH:5][CH:4]=1 |f:1.2|. Procedure: To a solution of ethyl 2-(4-(dimethylamino)phenyl)-2-methoxyacetate (0.675 g, 2.84 mmol) in absolute ethanol (20 mL) was added hydrazine hydrate (0.8 mL, 16.4 mmol) and the mixture was heated at reflux for 22 hours. Additional hydrazine hydrate (1.0 mL, 20.6 mmol) was added and the heating continued for 7 hours. After cooling to room temperature, the mixture was concentrated in vacuo. The residue was dissolved in EtOAc and washed with water and brine, dried over Na2SO4 and concentrated in vacuo.... Starting materials: BrC1=C(C=CC(=C1)CCN1CCOCC1)N (2-bromo-4-(2-morpholin-4-yl-ethyl)-phenylamine), C1(=CCCCC1)B(O)O (1-cyclohexen-1-yl-boronic acid). The product is C1(=CCCCC1)C1=C(C=CC(=C1)CCN1CCOCC1)N (2-Cyclohex-1-enyl-4-(2-morpholin-4-yl-ethyl)-phenylamine). As a reaction SMILES: Br[C:2]1[CH:7]=[C:6]([CH2:8][CH2:9][N:10]2[CH2:15][CH2:14][O:13][CH2:12][CH2:11]2)[CH:5]=[CH:4][C:3]=1[NH2:16].[C:17]1(B(O)O)[CH2:22][CH2:21][CH2:20][CH2:19][CH:18]=1>>[C:17]1([C:2]2[CH:7]=[C:6]([CH2:8][CH2:9][N:10]3[CH2:15][CH2:14][O:13][CH2:12][CH2:11]3)[CH:5]=[CH:4][C:3]=2[NH2:16])[CH2:22][CH2:21][CH2:20][CH2:19][CH:18]=1. Reported procedure: This compound is prepared by Suzuki coupling of 2-bromo-4-(2-morpholin-4-yl-ethyl)-phenylamine (as prepared in the previous step) and 1-cyclohexen-1-yl-boronic acid according to the procedure in Example 1, step (e). Mass spectrum (ESI, m/z): Calcd. for C18H26N2O, 287.2 (M+H). found 287.0. Reported procedure: 4(4-phenyl-1H-1,2,3-triazol-1-yl)pyridine, excess methyl iodide, and acetonitrile were added to a 100 mL round-bottom flask and refluxed for about 19 hours. The reaction was concentrated and the resulting solid was recrystallized from ethyl acetate and methanol. The precipitate was filtered and dried in vacuo at 60° C. The following 3-methyl-4-phenyl-1-(pyridin-4-yl)-1H-1,2,3-triazol-3-ium iodide structure was confirmed: Reactants: C1(=CC=CC=C1)C=1N=NN(C1)C1=CC=NC=C1 (4(4-phenyl-1H-1,2,3-triazol-1-yl)pyridine), CI (methyl iodide). Solvent: C(C)#N (acetonitrile). Reaction SMILES: [C:1]1([C:7]2[N:8]=[N:9][N:10]([C:12]3[CH:17]=[CH:16][N:15]=[CH:14][CH:13]=3)[CH:11]=2)[CH:6]=[CH:5][CH:4]=[CH:3][CH:2]=1.[CH3:18][I:19]>C(#N)C>[I-:19].[CH3:18][N+:8]1[C:7]([C:1]2[CH:2]=[CH:3][CH:4]=[CH:5][CH:6]=2)=[CH:11][N:10]([C:12]2[CH:13]=[CH:14][N:15]=[CH:16][CH:17]=2)[N:9]=1 |f:3.4|. Yields the product [I-].C[N+]1=NN(C=C1C1=CC=CC=C1)C1=CC=NC=C1 (3-methyl-4-phenyl-1-(pyridin-4-yl)-1H-1,2,3-triazol-3-ium iodide).